Dataset: the Open Reaction Database (ORD), a public repository of structured organic reaction records. Task: describe an organic reaction: reactants, conditions, products, and yield Starting materials: Cl (HCl), O1CCOCC1 (1,4-dioxane), CC(C)(S(=O)NC(CC(C(=O)OCC)C)C1=C(C=CC=C1F)OCC)C (ethyl 4-(1,1-dimethylethylsulfinamido)-4-(2-ethoxy-6-fluorophenyl)-2-methylbutanoate). The solvent is CCO (EtOH). Conditions: temperature 0 celsius, time 10 minute. Product: NC(CC(C(=O)OCC)C)C1=C(C=CC=C1F)OCC (ethyl 4-amino-4-(2-ethoxy-6-fluorophenyl)-2-methylbutanoate). RXN SMILES: CC(C)(S([NH:6][CH:7]([C:16]1[C:21]([F:22])=[CH:20][CH:19]=[CH:18][C:17]=1[O:23][CH2:24][CH3:25])[CH2:8][CH:9]([CH3:15])[C:10]([O:12][CH2:13][CH3:14])=[O:11])=O)C.Cl.O1CCOCC1>CCO>[NH2:6][CH:7]([C:16]1[C:21]([F:22])=[CH:20][CH:19]=[CH:18][C:17]=1[O:23][CH2:24][CH3:25])[CH2:8][CH:9]([CH3:15])[C:10]([O:12][CH2:13][CH3:14])=[O:11]. Procedure: A cooled (0° C.) solution of ethyl 4-(1,1-dimethylethylsulfinamido)-4-(2-ethoxy-6-fluorophenyl)-2-methylbutanoate (1.550 g; 4.00 mmol) in EtOH (20 ml) was treated dropwise with a solution of 4 M HCl in 1,4-dioxane (2.0 ml; 8.00 mmol). The resulting mixture was further stirred at 0° C., under nitrogen, for 10 min., and then at rt for 30 min. The reaction mixture was then concentrated to dryness under reduced pressure and the oily residue was further dried under HV to give the chlorhydrate salt of... Starting materials: C1(=CC=CC=C1)N1C(NC2=C1CCCC2)=O (1-phenyl-4,5,6,7-tetrahydro-2H-benzimidazol-2-one), O=P(Cl)(Cl)Cl (POCl3). Product: ClC1NC2=C(N1C1=CC=CC=C1)CCCC2 (2-chloro-1-phenyl-4,5,6,7-tetrahydro-2H-benzimidazole). Isolated yield 32.2%. As a reaction SMILES: [C:1]1([N:7]2[C:11]3[CH2:12][CH2:13][CH2:14][CH2:15][C:10]=3[NH:9][C:8]2=O)[CH:6]=[CH:5][CH:4]=[CH:3][CH:2]=1.O=P(Cl)(Cl)[Cl:19]>>[Cl:19][CH:8]1[N:7]([C:1]2[CH:6]=[CH:5][CH:4]=[CH:3][CH:2]=2)[C:11]2[CH2:12][CH2:13][CH2:14][CH2:15][C:10]=2[NH:9]1. Procedure: A mixture of 2.3 g (0.0107 mol) of 1-phenyl-4,5,6,7-tetrahydro-2H-benzimidazol-2-one and 30 ml of POCl3 is stirred under reflux for 6 hours. The excess POCl3 is evaporated under vacuum and the residue is hydrolyzed with water and concentrated ammonium hydroxide. The mixture is extracted twice with methylene chloride, evaporated and the residue is purified by flash chromatography on silica with an 80:20 heptane/ethyl acetate eluent. 0.8 g of product is recovered. Yield=32.2%. Reactants: Cc1ccc(S(=O)(=O)NC(C)C(=O)Cl)cc1, CC(Cl)Cl, COC(=O)c1cc(C)c(C(O)c2cc(-n3ccnc3)ccc2C)c(C)c1, c1ccncc1. Product: COC(=O)c1cc(C)c(C(OC(=O)C(C)NS(=O)(=O)c2ccc(C)cc2)c2cc(-n3ccnc3)ccc2C)c(C)c1. Reaction SMILES: [CH3:33][c:34]1[cH:35][cH:36][c:37]([S:40](=[O:41])(=[O:42])[NH:43][CH:44]([C:45](=[O:46])[Cl:47])[CH3:48])[cH:38][cH:39]1.[Cl:49][CH:50]([Cl:51])[CH3:52].[OH:1][CH:2]([c:3]1[c:4]([CH3:14])[cH:5][cH:6][c:7](-[n:9]2[cH:10][n:11][cH:12][cH:13]2)[cH:8]1)[c:15]1[c:16]([CH3:26])[cH:17][c:18]([C:19](=[O:20])[O:21][CH3:22])[cH:23][c:24]1[CH3:25].[cH:27]1[cH:28][cH:29][n:30][cH:31][cH:32]1>>[O:1]([CH:2]([c:3]1[c:4]([CH3:14])[cH:5][cH:6][c:7](-[n:9]2[cH:10][n:11][cH:12][cH:13]2)[cH:8]1)[c:15]1[c:16]([CH3:26])[cH:17][c:18]([C:19](=[O:20])[O:21][CH3:22])[cH:23][c:24]1[CH3:25])[C:45]([CH:44]([NH:43][S:40]([c:37]1[cH:36][cH:35][c:34]([CH3:33])[cH:39][cH:38]1)(=[O:41])=[O:42])[CH3:48])=[O:46]. Starting materials: CNC(=O)C(NC(=O)C(O)(CCN(Cc1ccc(Br)cc1)NC(=O)C(NC(=O)OC)C(C)(C)C)Cc1ccccc1)C(C)(C)C, COCCOC, [K+], [K+], O=C([O-])[O-], CC(=O)[O-], CC(=O)[O-], O, [Pd+2], OB(O)c1cccnc1. Yields the product CNC(=O)C(NC(=O)C(O)(CCN(Cc1ccc(-c2cccnc2)cc1)NC(=O)C(NC(=O)OC)C(C)(C)C)Cc1ccccc1)C(C)(C)C. RXN SMILES: [CH3:1][O:2][C:3]([NH:4][CH:5]([C:6]([CH3:7])([CH3:8])[CH3:9])[C:10](=[O:11])[NH:12][N:13]([CH2:14][CH2:15][C:16]([CH2:17][c:18]1[cH:19][cH:20][cH:21][cH:22][cH:23]1)([OH:24])[C:25]([NH:26][CH:27]([C:28]([CH3:29])([CH3:30])[CH3:31])[C:32]([NH:33][CH3:34])=[O:35])=[O:36])[CH2:37][c:38]1[cH:39][cH:40][c:41]([Br:44])[cH:42][cH:43]1)=[O:45].[CH3:71][O:72][CH2:73][CH2:74][O:75][CH3:76].[K+:55].[K+:56].[O-:57][C:58]([O-:59])=[O:60].[O-:63][C:64]([CH3:65])=[O:66].[O-:67][C:68]([CH3:69])=[O:70].[OH2:61].[Pd+2:62].[n:46]1[cH:47][c:48]([B:52]([OH:53])[OH:54])[cH:49][cH:50][cH:51]1>>[CH3:1][O:2][C:3]([NH:4][CH:5]([C:6]([CH3:7])([CH3:8])[CH3:9])[C:10](=[O:11])[NH:12][N:13]([CH2:14][CH2:15][C:16]([CH2:17][c:18]1[cH:19][cH:20][cH:21][cH:22][cH:23]1)([OH:24])[C:25]([NH:26][CH:27]([C:28]([CH3:29])([CH3:30])[CH3:31])[C:32]([NH:33][CH3:34])=[O:35])=[O:36])[CH2:37][c:38]1[cH:39][cH:40][c:41](-[c:48]2[cH:47][n:46][cH:51][cH:50][cH:49]2)[cH:42][cH:43]1)=[O:45].